Dataset: the Open Reaction Database (ORD), a public repository of structured organic reaction records. Task: describe an organic reaction: reactants, conditions, products, and yield Starting materials: Cl.C(#N)C1(CC1)NC(=O)[C@H]1NC[C@@H](C1)S(=O)(=O)C1=C(C=CC=C1)C(F)(F)F ((2S,4R)-4-(2-trifluoromethyl-benzenesulfonyl)-pyrrolidine-2-carboxylic acid (1-cyano-cyclopropyl)-amide hydrochloride), C(=O)OC1=CC=C(C=C1)[N+](=O)[O-] (p-nitrophenyl formate). Product: C(#N)C1(CC1)NC(=O)[C@H]1N(C[C@@H](C1)S(=O)(=O)C1=C(C=CC=C1)C(F)(F)F)C=O ((2S,4R)-1-formyl-4-(2-trifluoromethyl-benzenesulfonyl)-pyrrolidine-2-carboxylic acid (1-cyano-cyclopropyl)-amide). Reaction SMILES: Cl.[C:2]([C:4]1([NH:7][C:8]([C@@H:10]2[CH2:14][C@@H:13]([S:15]([C:18]3[CH:23]=[CH:22][CH:21]=[CH:20][C:19]=3[C:24]([F:27])([F:26])[F:25])(=[O:17])=[O:16])[CH2:12][NH:11]2)=[O:9])[CH2:6][CH2:5]1)#[N:3].[CH:28](OC1C=CC([N+]([O-])=O)=CC=1)=[O:29]>>[C:2]([C:4]1([NH:7][C:8]([C@@H:10]2[CH2:14][C@@H:13]([S:15]([C:18]3[CH:23]=[CH:22][CH:21]=[CH:20][C:19]=3[C:24]([F:27])([F:25])[F:26])(=[O:17])=[O:16])[CH2:12][N:11]2[CH:28]=[O:29])=[O:9])[CH2:5][CH2:6]1)#[N:3] |f:0.1|. Reported procedure: (2S,4R)-4-(2-trifluoromethyl-benzenesulfonyl)-pyrrolidine-2-carboxylic acid (1-cyano-cyclopropyl)-amide hydrochloride from experiment K5 was coupled with p-nitrophenyl formate in analogy to experiment L27 to give (2S,4R)-1-formyl-4-(2-trifluoromethyl-benzenesulfonyl)-pyrrolidine-2-carboxylic acid (1-cyano-cyclopropyl)-amide as a colorless oil. MS: 416.2 [M+H]+.